From a dataset of the Open Reaction Database (ORD), a public repository of structured organic reaction records. describe an organic reaction: reactants, conditions, products, and yield The reactants are BrC=1C(=C(C=C(C1)C)C(CCC1=CC=C(C=C1)[N+](=O)[O-])=O)O (1-(3-bromo-2-hydroxy-5-methyl-phenyl)-3-(4-nitro-phenyl)-propan-1-one), C(C)(C)N(CC)C(C)C (diisopropylethylamine), N(N)C1=CC=C(C(=N)N)C=C1 (4-Hydrazino-benzamidine). The solvent is CCO (EtOH). Product: BrC=1C(=C(C=C(C1)C)C(CCC1=CC=C(C=C1)[N+](=O)[O-])=NNC1=CC=C(C(=N)N)C=C1)O (4-{N′-[1-(3-bromo-2-hydroxy-5-methyl-phenyl)-3-(4-nitro-phenyl)-propylidene]-hydrazino}-benzamidine). The yield is 90.0%. RXN SMILES: [Br:1][C:2]1[C:3]([OH:22])=[C:4]([C:9](=O)[CH2:10][CH2:11][C:12]2[CH:17]=[CH:16][C:15]([N+:18]([O-:20])=[O:19])=[CH:14][CH:13]=2)[CH:5]=[C:6]([CH3:8])[CH:7]=1.C(N(C(C)C)CC)(C)C.[NH:32]([C:34]1[CH:42]=[CH:41][C:37]([C:38]([NH2:40])=[NH:39])=[CH:36][CH:35]=1)[NH2:33]>CCO>[Br:1][C:2]1[C:3]([OH:22])=[C:4]([C:9](=[N:33][NH:32][C:34]2[CH:35]=[CH:36][C:37]([C:38]([NH2:40])=[NH:39])=[CH:41][CH:42]=2)[CH2:10][CH2:11][C:12]2[CH:17]=[CH:16][C:15]([N+:18]([O-:20])=[O:19])=[CH:14][CH:13]=2)[CH:5]=[C:6]([CH3:8])[CH:7]=1. Procedure details: For example, a solution of 1-(3-bromo-2-hydroxy-5-methyl-phenyl)-3-(4-nitro-phenyl)-propan-1-one 201 (1.48 g, 0.004 mol), EtOH (30 mL), diisopropylethylamine (Hunigs base)(3 mL), and 4-Hydrazino-benzamidine 200 (0.93 g, 0.004 mol) is heated at reflux for 4 hr. (reaction times can vary between 2 h to 18 h). The solution is cooled to ambient temperature, filtered, washed with 6N HCl (2×25 mL), and dried for 12-18 h in a vacuum oven to give a 90% yield of 4-{N′-[1-(3-bromo-2-hydroxy-5-methyl-phenyl... Starting materials: CCOC(=O)c1nc2n(c(=O)c1OCc1ccccc1)CCN2Cc1ccccc1, CCOC(C)=O. Product: O=C(O)c1nc2n(c(=O)c1OCc1ccccc1)CCN2Cc1ccccc1. RXN SMILES: [CH2:1]([c:2]1[cH:3][cH:4][cH:5][cH:6][cH:7]1)[N:8]1[CH2:9][CH2:10][n:11]2[c:12]1[n:13][c:14]([C:26](=[O:27])[O:28][CH2:29][CH3:30])[c:15]([O:18][CH2:19][c:20]1[cH:21][cH:22][cH:23][cH:24][cH:25]1)[c:16]2=[O:17].[CH3:31][CH2:32][O:33][C:34](=[O:35])[CH3:36]>>[CH2:1]([c:2]1[cH:3][cH:4][cH:5][cH:6][cH:7]1)[N:8]1[CH2:9][CH2:10][n:11]2[c:12]1[n:13][c:14]([C:26](=[O:27])[OH:28])[c:15]([O:18][CH2:19][c:20]1[cH:21][cH:22][cH:23][cH:24][cH:25]1)[c:16]2=[O:17].